describe an organic reaction: reactants, conditions, products, and yield From a dataset of the Open Reaction Database (ORD), a public repository of structured organic reaction records. Reactants: CN1C(=NC(=C1)C1=CC=CC=C1)CO ((1-Methyl-4-phenyl-1H-imidazol-2-yl)-methanol), CC(=O)OI1(C=2C=CC=CC2C(=O)O1)(OC(=O)C)OC(=O)C (Dess-Martin periodinane), ClCCCl (1,2-dichloroethane), C(=O)(O)[O-].[Na+] (NaHCO3). Run at time 2 hour. Yields the product ClCC=1NC=C(N1)C1=CC=CC=C1 (2-Chloromethyl-4-phenyl-1H-imidazole). Yield: 79.0%. Reaction SMILES: C[N:2]1[CH:6]=[C:5]([C:7]2[CH:12]=[CH:11][CH:10]=[CH:9][CH:8]=2)[N:4]=[C:3]1[CH2:13]O.CC(OI1(OC(C)=O)(OC(C)=O)OC(=O)C2C=CC=CC1=2)=O.C([O-])(O)=O.[Na+].[Cl:42]CCCl>>[Cl:42][CH2:13][C:3]1[NH:2][CH:6]=[C:5]([C:7]2[CH:12]=[CH:11][CH:10]=[CH:9][CH:8]=2)[N:4]=1 |f:2.3|. Procedure: To a solution of (1-Methyl-4-phenyl-1H-imidazol-2-yl)-methanol 5 (50.0 mg, 0.266 mmol) in 1,2-dichloroethane (4.0 mL) under Ar was added Dess-Martin periodinane (124 mg, 0.292 mmol), and the mixture was stirred at room temperature for 2 hours. Saturated NaHCO3 solution was added, the organic layer was separated and the aqueous layer was extracted with 1,2-dichloroethane. The combined organic layers were dried over Na2SO4, volatiles were evaporated and the residue was purified by silica gel chrom... The reactants are N1CCCC1 (pyrrolidine), C(C1=CC=CC=C1)OC(=O)N[C@@H](C(=O)O)CO ((2R)-2-Benzyloxycarbonylamino-3-hydroxypropionic acid), CN1CCOCC1 (N-methylmorpholine), ClC(=O)OCC(C)C (isobutyl chloroformate). Solvent: O1CCCC1 (tetrahydrofuran). Conditions: time 30 minute. Yields the product N[C@@H](C(=O)N1CCCCC1)CO ((2R)-2-amino-3-hydroxy-1-(piperidin-1-yl)propan-1-one). The yield is 49.6%. RXN SMILES: C(OC([NH:11][C@H:12]([CH2:16][OH:17])[C:13]([OH:15])=O)=O)C1C=CC=CC=1.C[N:19]1[CH2:24][CH2:23]O[CH2:21][CH2:20]1.Cl[C:26](OCC(C)C)=O.N1CCCC1>O1CCCC1>[NH2:11][C@H:12]([CH2:16][OH:17])[C:13]([N:19]1[CH2:20][CH2:21][CH2:26][CH2:23][CH2:24]1)=[O:15]. Procedure details: (2R)-2-Benzyloxycarbonylamino-3-hydroxypropionic acid (1.91 g, 8.00 mmol) and N-methylmorpholine (809 mg, 8.00 mmol) were dissolved in tetrahydrofuran (20 ml). After isobutyl chloroformate (1.09 g, 8.00 mmol) was added dropwise at −15° C. or below, the reaction mixture was stirred for 30 minutes. Then, pyrrolidine (1.13 g, 16.0 mmol) was added at −15° C. or below, and the reaction mixture was further stirred at 0° C. for 30 minutes. The reaction mixture was partitioned between ethyl acetate and ... Reactants: C1(CCCCC1)N=C=NC1CCCCC1 (dicyclohexylcarbodiimide), FC1=C(C(=O)O)C=CC(=C1)OCCCC (2-fluoro-4-butyloxybenzoic acid), FC=1C=C(C=CC1C#N)O (3-fluoro-4-cyanophenol), C(CCC)Br.C([O-])([O-])=O.[K+].[K+] (butyl bromide potassium carbonate), nitrile, imido ester, CN(C)C1=NC=CC=C1 (dimethylaminopyridine), FC1=C(C=CC(=C1F)CCCCCCCC)O (2,3-difluoro-4-octylphenol). The solvent is C(Cl)Cl (methylene chloride), C(Cl)Cl (methylene chloride), CN(C=O)C (dimethylformamide). Yields the product FC1=C(C(=O)OC2=C(C(=C(C=C2)CCCCCCCC)F)F)C=CC(=C1)OCCCC (2,3-difluoro-4-octylphenyl 2-fluoro-4-butyloxybenzoate). Reaction SMILES: [F:1][C:2]1[CH:10]=[C:9]([O:11][CH2:12][CH2:13][CH2:14][CH3:15])[CH:8]=[CH:7][C:3]=1[C:4]([OH:6])=[O:5].FC1C=C(O)C=CC=1C#N.C(Br)CCC.C(=O)([O-])[O-].[K+].[K+].CN(C1C=CC=CN=1)C.[F:46][C:47]1[C:52]([F:53])=[C:51]([CH2:54][CH2:55][CH2:56][CH2:57][CH2:58][CH2:59][CH2:60][CH3:61])[CH:50]=[CH:49][C:48]=1O.C1(N=C=NC2CCCCC2)CCCCC1>CN(C)C=O.C(Cl)Cl>[F:1][C:2]1[CH:10]=[C:9]([O:11][CH2:12][CH2:13][CH2:14][CH3:15])[CH:8]=[CH:7][C:3]=1[C:4]([O:6][C:48]1[CH:49]=[CH:50][C:51]([CH2:54][CH2:55][CH2:56][CH2:57][CH2:58][CH2:59][CH2:60][CH3:61])=[C:52]([F:53])[C:47]=1[F:46])=[O:5] |f:2.3.4.5|. Reported procedure: 0.1 mol of 2-fluoro-4-butyloxybenzoic acid (prepared from 3-fluoro-4-cyanophenol by alkylation with butyl bromide/potassium carbonate in dimethylformamide and subsequent hydrolysis of the nitrile via the imido ester), 0.01 mol of dimethylaminopyridine and 0.1 mol of 2,3-difluoro-4-octylphenol are initially introduced into 150 ml of methylene chloride, a solution of 0.1 mol of dicyclohexylcarbodiimide in 30 ml of methylene chloride is added dropwise at 10°, while stirring, and the mixture is then... Starting materials: ClCC(=O)C1=C2CCC=3C=CC(=C(C=C1)C32)C(CCl)=O (3,6-bis(2-chloroacetyl)acenaphthene), C(C)NCC (diethylamine), [I-].[K+] (potassium iodide), tetrahydrate, λmax(EtOH). Run in O1CCCC1 (tetrahydrofuran). Conditions: time 8 day. The product is Cl.Cl.C(C)N(CC(=O)C1=C2CCC=3C=CC(=C(C=C1)C32)C(CN(CC)CC)=O)CC (3,6-Bis[2-(diethylamino)acetyl]acenaphthene dihydrochloride). RXN SMILES: [Cl:1][CH2:2][C:3]([C:5]1[CH:15]=[CH:14][C:13]2[C:16]3[C:6]=1[CH2:7][CH2:8][C:9]=3[CH:10]=[CH:11][C:12]=2[C:17](=[O:20])[CH2:18]Cl)=[O:4].[CH2:21]([NH:23][CH2:24][CH3:25])[CH3:22].[I-].[K+]>O1CCCC1>[ClH:1].[ClH:1].[CH2:21]([N:23]([CH2:24][CH3:25])[CH2:2][C:3]([C:5]1[CH:15]=[CH:14][C:13]2[C:16]3[C:6]=1[CH2:7][CH2:8][C:9]=3[CH:10]=[CH:11][C:12]=2[C:17](=[O:20])[CH2:18][N:23]([CH2:24][CH3:25])[CH2:21][CH3:22])=[O:4])[CH3:22] |f:2.3,5.6.7|. Procedure details: A mixture of 30.7 g (0.1 mole) of 3,6-bis(2-chloroacetyl)acenaphthene, 100 ml of diethylamine and 2 g of potassium iodide is dissolved in 500 ml of tetrahydrofuran and allowed to stand in a stoppered flask for 8 days. The resulting amine salt which forms is filtered, washed with tetrahydrofuran and the combined filtrates reduced to dryness in vacuo. The residue is dissolved in methylene chloride, treated with charcoal and acidified using ethereal hydrochloric acid. The resulting solid which form... Reactants: C(C)(=O)OC=CC1=CC=CC=C1 (acetoxystyrene), C1CCCCC1.ClCCl (cyclohexane dichloromethane), [OH-].[K+] (KOH), C(C)(=O)OC=CC1=CC=CC=C1 (acetoxystyrene), C(C)(=O)OC=CC1=CC=CC=C1 (acetoxystyrene), C(=O)=O (CO2). Solvent: O (water). Product: C(=C)C1=CC=C(C=C1)O (4-vinylphenol). As a reaction SMILES: C(O[CH:5]=[CH:6][C:7]1[CH:12]=[CH:11][CH:10]=[CH:9][CH:8]=1)(=O)C.[OH-].[K+].C1CCCCC1.ClCCl.C(=O)=[O:25]>O>[CH:6]([C:7]1[CH:12]=[CH:11][C:10]([OH:25])=[CH:9][CH:8]=1)=[CH2:5] |f:1.2,3.4|. Reported procedure: The reaction is based on that described by Corson et al. J Org Chem (1958) 544–549; molar ratios acetoxystyrene:base 1:1.5. The base, KOH in water (30%) was immersed in an ice bath and the acetoxystyrene was added dropwise over 30 mins (all reaction carried under N2; the reaction was TLC monitored (20–80 cyclohexane-dichloromethane) until all acetoxystyrene disappeared, then the pH was brought down to 8 with CO2; the resulting precipitate was filtered and washed with water, then recrystallised f... Starting materials: [Al+3], [H-], [H-], [H-], [H-], [Li+], N#CCCCOc1cccc(CN2CCCCC2)c1. Product: NCCCCOc1cccc(CN2CCCCC2)c1. Reaction SMILES: [Al+3:21].[H-:20].[H-:23].[H-:24].[H-:25].[Li+:22].[N:1]1([CH2:7][c:8]2[cH:9][c:10]([O:11][CH2:12][CH2:13][CH2:14][C:15]#[N:16])[cH:17][cH:18][cH:19]2)[CH2:2][CH2:3][CH2:4][CH2:5][CH2:6]1>>[N:1]1([CH2:7][c:8]2[cH:9][c:10]([O:11][CH2:12][CH2:13][CH2:14][CH2:15][NH2:16])[cH:17][cH:18][cH:19]2)[CH2:2][CH2:3][CH2:4][CH2:5][CH2:6]1. The reactants are [Al+3], [Cl-], [Cl-], [Cl-], ClCCl, O=C1CC(NC(=O)C(F)(F)F)C(=O)O1, O, c1ccc2c(c1)oc1ccccc12. Yields the product O=C(CC(NC(=O)C(F)(F)F)C(=O)O)c1ccc2oc3ccccc3c2c1. RXN SMILES: [Al+3:5].[Cl-:4].[Cl-:6].[Cl-:7].[Cl:1][CH2:2][Cl:3].[F:8][C:9]([C:10](=[O:11])[NH:12][CH:13]1[CH2:14][C:15](=[O:16])[O:17][C:18]1=[O:19])([F:20])[F:21].[OH2:35].[cH:22]1[cH:23][cH:24][c:25]2[c:26]([cH:27]1)[o:28][c:29]1[cH:30][cH:31][cH:32][cH:33][c:34]21>>[F:8][C:9]([C:10](=[O:11])[NH:12][CH:13]([CH2:14][C:15](=[O:16])[c:32]1[cH:31][cH:30][c:29]2[o:28][c:26]3[c:25]([cH:24][cH:23][cH:22][cH:27]3)[c:34]2[cH:33]1)[C:18](=[O:17])[OH:19])([F:20])[F:21]. Procedure details: To a solution of 0.4 g (1.2 mmol) of [1R*,8S*,9aR*]1-amino-5,6-dimethoxy-8-phenyl-2,3,7,8,9,9a-hexahydrophenalene in 9 mL of methylene chloride at -78° C., was added dropwise 4.4 mL (4.4 mmol) of a 1M solution of boron tribromide in methylene chloride. The reaction mixture was warmed to ambient temperature for 1 hour and cooled to -78° C. and the reaction was quenched by the addition of 5 mL of methanol. The reaction was allowed to lo warm to ambient temperature and stirred for 1 hour. The solve... As a reaction SMILES: [NH2:1][C@H:2]1[C@H:13]2[C:14]3[C:5](=[CH:6][C:7]([O:23]C)=[C:8]([O:21]C)[C:9]=3[CH2:10][C@@H:11]([C:15]3[CH:20]=[CH:19][CH:18]=[CH:17][CH:16]=3)[CH2:12]2)[CH2:4][CH2:3]1.B(Br)(Br)[Br:26]>C(Cl)Cl>[BrH:26].[NH2:1][C@H:2]1[C@H:13]2[C:14]3[C:5](=[CH:6][C:7]([OH:23])=[C:8]([OH:21])[C:9]=3[CH2:10][C@@H:11]([C:15]3[CH:16]=[CH:17][CH:18]=[CH:19][CH:20]=3)[CH2:12]2)[CH2:4][CH2:3]1 |f:3.4|. The yield is 69.0%. The reactants are N[C@@H]1CCC2=CC(=C(C=3C[C@H](C[C@@H]1C23)C2=CC=CC=C2)OC)OC ([1R*,8S*,9aR*]1-amino-5,6-dimethoxy-8-phenyl-2,3,7,8,9,9a-hexahydrophenalene), solution, B(Br)(Br)Br (boron tribromide). The solvent is C(Cl)Cl (methylene chloride), C(Cl)Cl (methylene chloride). Product: Br.N[C@@H]1CCC2=CC(=C(C=3C[C@H](C[C@@H]1C23)C2=CC=CC=C2)O)O ([1R*,8S*,9aR*]1-Amino-5,6-dihydroxy-8-phenyl-2,3,7,8,9,9a-hexahydrophenalene Hydrobromide). Run at time 1 hour. The reactants are CC(=O)C (Acetone), C(C)(C)(C)O[K] (tert-butoxy potassium), [N+](=O)([O-])C=1C=C(N)C=CC1 (3-nitroaniline). Solvent: CS(=O)C (dimethylsulfoxide), C(C)(=O)OCC (ethyl acetate). Reaction conditions: time 3 hour. Yields the product CC=1NC2=CC=CC(=C2C1)[N+](=O)[O-] (2-methyl-4-nitro-1H-indole). Reaction SMILES: [CH3:1][C:2]([CH3:4])=O.C(O[K])(C)(C)C.[N+:11]([C:14]1[CH:15]=[C:16]([CH:18]=[CH:19][CH:20]=1)[NH2:17])([O-:13])=[O:12]>CS(C)=O.C(OCC)(=O)C>[CH3:1][C:2]1[NH:17][C:16]2[C:15]([CH:4]=1)=[C:14]([N+:11]([O-:13])=[O:12])[CH:20]=[CH:19][CH:18]=2. Procedure: Acetone (1.0 mL) and tert-butoxy potassium (2.7 g) were added to a solution of 3-nitroaniline (1.38 g) in dimethylsulfoxide (20 ml), and the reaction solution was stirred at room temperature for 3 hours. The reaction solution was diluted with ethyl acetate, and washed successively with an aqueous ammonium chloride solution and a saturated saline solution. After drying over anhydrous sodium sulfate, the solvent was evaporated under vacuum. The residue was purified by column chromatography on sili...